From a dataset of the Open Reaction Database (ORD), a public repository of structured organic reaction records. describe an organic reaction: reactants, conditions, products, and yield Reactants: BrC=1C(=C(C(=NC1C)C)[C@@H](C(=O)OCC)OC(C)(C)C)N1CCC(CC1)(C)C ((S)-ethyl 2-(5-bromo-4-(4,4-dimethylpiperidin-1-yl)-2,6-dimethylpyridin-3-yl)-2-(tert-butoxy)acetate), O(C1=CC=CC=C1)C1=CC=C(C=C1)B(O)O ((4-phenoxyphenyl)boronic acid), C(=O)([O-])[O-].[Na+].[Na+] (Na2CO3). The reagents and catalysts are C=1C=CC(=CC1)[P](C=2C=CC=CC2)(C=3C=CC=CC3)[Pd]([P](C=4C=CC=CC4)(C=5C=CC=CC5)C=6C=CC=CC6)([P](C=7C=CC=CC7)(C=8C=CC=CC8)C=9C=CC=CC9)[P](C=1C=CC=CC1)(C=1C=CC=CC1)C=1C=CC=CC1 (Pd(Ph3P)4). Reaction conditions: time 2 hour. The product is C(C)(C)(C)O[C@H](C(=O)OCC)C=1C(=NC(=C(C1N1CCC(CC1)(C)C)C1=CC=C(C=C1)OC1=CC=CC=C1)C)C ((S)-ethyl 2-(tert-butoxy)-2-(4-(4,4-dimethylpiperidin-1-yl)-2,6-dimethyl-5-(4-phenoxyphenyl)pyridin-3-yl)acetate). Yield: 29.7%. Reaction SMILES: Br[C:2]1[C:3]([N:21]2[CH2:26][CH2:25][C:24]([CH3:28])([CH3:27])[CH2:23][CH2:22]2)=[C:4]([C@H:10]([O:16][C:17]([CH3:20])([CH3:19])[CH3:18])[C:11]([O:13][CH2:14][CH3:15])=[O:12])[C:5]([CH3:9])=[N:6][C:7]=1[CH3:8].[O:29]([C:36]1[CH:41]=[CH:40][C:39](B(O)O)=[CH:38][CH:37]=1)[C:30]1[CH:35]=[CH:34][CH:33]=[CH:32][CH:31]=1.C([O-])([O-])=O.[Na+].[Na+]>C1C=CC([P]([Pd]([P](C2C=CC=CC=2)(C2C=CC=CC=2)C2C=CC=CC=2)([P](C2C=CC=CC=2)(C2C=CC=CC=2)C2C=CC=CC=2)[P](C2C=CC=CC=2)(C2C=CC=CC=2)C2C=CC=CC=2)(C2C=CC=CC=2)C2C=CC=CC=2)=CC=1>[C:17]([O:16][C@@H:10]([C:4]1[C:5]([CH3:9])=[N:6][C:7]([CH3:8])=[C:2]([C:39]2[CH:40]=[CH:41][C:36]([O:29][C:30]3[CH:35]=[CH:34][CH:33]=[CH:32][CH:31]=3)=[CH:37][CH:38]=2)[C:3]=1[N:21]1[CH2:26][CH2:25][C:24]([CH3:28])([CH3:27])[CH2:23][CH2:22]1)[C:11]([O:13][CH2:14][CH3:15])=[O:12])([CH3:20])([CH3:19])[CH3:18] |f:2.3.4,^1:54,56,75,94|. Reported procedure: A mixture of (S)-ethyl 2-(5-bromo-4-(4,4-dimethylpiperidin-1-yl)-2,6-dimethylpyridin-3-yl)-2-(tert-butoxy)acetate (0.0462 g, 0.101 mmol), (4-phenoxyphenyl)boronic acid (0.033 g, 0.152 mmol) and 2M Na2CO3 (0.127 ml, 0.254 mmol) degassed for 10 min. Then, Pd(Ph3P)4 (0.012 g, 10.14 μmol) added, degassed for 5 min and placed in a pre-heated oil bath 110° C. After 2 h, cooled and purified by pre-HPLC to afford (S)-ethyl 2-(tert-butoxy)-2-(4-(4,4-dimethylpiperidin-1-yl)-2,6-dimethyl-5-(4-phenoxyphenyl... Yield: 42.4%. Run in N1=CC=CC=C1 (pyridine). RXN SMILES: [CH3:1][C:2]1[N:7]=[C:6]([C:8]#[C:9][C:10]2[CH2:15][CH2:14][CH2:13][C:12](=O)[CH:11]=2)[CH:5]=[CH:4][CH:3]=1.Cl.[NH2:18][OH:19]>N1C=CC=CC=1>[CH3:1][C:2]1[N:7]=[C:6]([C:8]#[C:9][C:10]2[CH2:15][CH2:14][CH2:13][C:12](=[N:18][OH:19])[CH:11]=2)[CH:5]=[CH:4][CH:3]=1 |f:1.2|. Reactants: CC1=CC=CC(=N1)C#CC1=CC(CCC1)=O (3-(6-methyl-pyridin-2-ylethynyl)-cyclohex-2-enone), Cl.NO (hydroxylamine hydrochloride). Procedure details: A solution of 3-(6-methyl-pyridin-2-ylethynyl)-cyclohex-2-enone (422 mg, 2 mmol) and hydroxylamine hydrochloride (278 mg, 4 mmol) in pyridine (20 ml) is stirred for 17 h at RT. After that time the solvent is evaporated in vacuo. The residue is dissolved in ethyl acetate (300 ml) and washed with sat NaHCO3 (1×50 ml). The water phase is extracted with ethyl acetate (1×50 ml). The combined organic phases are dried over Na2SO4, filtered and concentrated in vacuo. The residue (0.45 g) is purified on ... Product: CC1=CC=CC(=N1)C#CC1=CC(CCC1)=NO (3-(6-Methyl-pyridin-2-ylethynyl)-cyclohex-2-enone oxime). Starting materials: C(#N)C=1C=NC=CC1 (3-cyanopyridine), NC=1SC(=CC1C(=O)OCC)Cl (2-amino-5-chloro-3-ethoxycarbonyl-thiophene), O=P(Cl)(Cl)Cl (POCl3). Yields the product ClC=1C2=C(N=C(N1)C=1C=NC=CC1)SC(=C2)Cl (4-chloro-2-(pyridin-3-yl)-6-chloro-thieno-[2,3-d]-pyrimidine). Reaction SMILES: [C:1]([C:3]1[CH:4]=[N:5][CH:6]=[CH:7][CH:8]=1)#[N:2].[NH2:9][C:10]1[S:11][C:12]([Cl:20])=[CH:13][C:14]=1[C:15](OCC)=O.O=P(Cl)(Cl)[Cl:23]>>[Cl:23][C:15]1[C:14]2[CH:13]=[C:12]([Cl:20])[S:11][C:10]=2[N:9]=[C:1]([C:3]2[CH:4]=[N:5][CH:6]=[CH:7][CH:8]=2)[N:2]=1. Reported procedure: With the procedure of Example 477, the reaction of 3-cyanopyridine and 2-amino-5-chloro-3-ethoxycarbonyl-thiophene, and the subsequent reaction with POCl3 yields 4-chloro-2-(pyridin-3-yl)-6-chloro-thieno-[2,3-d]-pyrimidine. The reactants are CC(C)=NO (acetone oxime), CCCC (butane), product, [Li]CCCC (n-BuLi), COC([C@H]1N(CCC1)C)=O (N-methyl proline methyl ester), Cl (HCl). The solvent is C1CCOC1 (THF), C1CCOC1 (THF), CCCCCC (hexane). Conditions: temperature 0 celsius, time 20 hour. The product is CN1[C@@H](CCC1)C(CC(C)=NO)=O (1-(1-methyl-2(S)-pyrrolidinyl)-1,3-butanedione-3-oxime). Reaction SMILES: [Li]CCCC.[CH3:6][C:7](=[N:9][OH:10])[CH3:8].CCCC.C[O:16][C:17](=O)[C@@H:18]1[CH2:22][CH2:21][CH2:20][N:19]1[CH3:23].Cl>CCCCCC.C1COCC1>[CH3:23][N:19]1[CH2:20][CH2:21][CH2:22][C@H:18]1[C:17](=[O:16])[CH2:6][C:7](=[N:9][OH:10])[CH3:8]. Procedure: To n-BuLi (Aldrich, 2.5M in hexane, 61 4 mL, 1.53 mol, 4.4 eq.), diluted to 1.6M with hexane (342 mL), under argon at 0° C. was added a solution of acetone oxime (Aldrich, 56.15 g, 768 mmol, 2.2 eq.; recrystallized 1x hexanes) in THF (500 mL) dropwise over a 90 minute period (butane evolved!). After an additional 2 hours at 0° C. a solution of N-methyl proline methyl ester (50.0 g, 349 mmoL, 1.0 eq., the product of step 1b above) in THF (75 mL) was added over a 90 minute period. After stirring a... Reactants: C[C@@]12C=CC[C@H]1C1=CCC=3C=C(C=CC3[C@H]1CC2)O (Estra-1,3,5(10),7,16-pentaen-3-ol), N1=CC=CC=C1 (pyridine), C(C)(=O)OC(C)=O (acetic anhydride). The solvent is C(C)(=O)OCC (ethyl acetate). Yields the product C(C)(=O)OC1=CC=2CC=C3[C@@H]4CC=C[C@@]4(C)CC[C@@H]3C2C=C1 (Estra-1,3,5(10),7,16-pentaen-3-yl acetate). The yield is 35.1%. RXN SMILES: [CH3:1][C@:2]12[CH2:18][CH2:17][C@H:16]3[C:7](=[CH:8][CH2:9][C:10]4[CH:11]=[C:12]([OH:19])[CH:13]=[CH:14][C:15]=43)[C@@H:6]1[CH2:5][CH:4]=[CH:3]2.N1C=CC=CC=1.[C:26](OC(=O)C)(=[O:28])[CH3:27]>C(OCC)(=O)C>[C:26]([O:19][C:12]1[CH:13]=[CH:14][C:15]2[C@@H:16]3[C:7]([C@H:6]4[C@@:2]([CH2:18][CH2:17]3)([CH3:1])[CH:3]=[CH:4][CH2:5]4)=[CH:8][CH2:9][C:10]=2[CH:11]=1)(=[O:28])[CH3:27]. Procedure details: A solution of estra-1,3,5(10),7,16-pentaen-3-ol (5, 192.1 mg, 0.7612 mmol) in anh. pyridine (2.6 mL, 32 mmol) and acetic anhydride (0.36 mL, 3.8 mmol) was stirred 6 h, after which 30 mL of ethyl acetate were added. The mixture was washed with three 10 mL portions of 1 N hydrochloric acid+10 mL of saturated sodium bicarbonate+10 mL of brine, dried over magnesium sulfate, and filtered through diatomaceous earth. See Example 15. The residue was washed with 10 mL of ethyl acetate and the combined fi...